This data is from the Open Reaction Database (ORD), a public repository of structured organic reaction records. The task is: describe an organic reaction: reactants, conditions, products, and yield Starting materials: C(CCC)C1=NC2=CC=C(C=C2C(N1CC1=CC=C(C=C1)C1=C(C=CC=C1)C1=NN=NN1C(C1=CC=CC=C1)(C1=CC=CC=C1)C1=CC=CC=C1)=O)[C@@H]1C[C@@H]2N(O1)C(CC2)(C)C (Cis-2-butyl-6-(hexahydro-6,6-dimethylpyrrolo[1,2-b]isoxazol-2-yl)-3-[[2'-[1-(triphenylmethyl)-1H-tetrazol-5-yl][1,1'-biphenyl]-4-yl]methyl]-4(3H)-quinazolinone). Solvent: CO (methanol), O1CCCC1 (tetrahydrofuran). Product: C(CCC)C1=NC2=CC=C(C=C2C(N1CC1=CC=C(C=C1)C1=C(C=CC=C1)C1=NN=NN1)=O)[C@@H]1C[C@@H]2N(O1)C(CC2)(C)C (Cis-2-Butyl-6-(hexahydro-6,6-dimethylpyrrolo[1,2-b]isoxazol-2-yl)-3-[[2'-(1H-tetrazol-5-yl][1,1'-biphenyl]-4-yl]methyl]-4(3H)-quinazolinone). The yield is 86.1%. Reaction SMILES: [CH2:1]([C:5]1[N:14]([CH2:15][C:16]2[CH:21]=[CH:20][C:19]([C:22]3[CH:27]=[CH:26][CH:25]=[CH:24][C:23]=3[C:28]3[N:32](C(C4C=CC=CC=4)(C4C=CC=CC=4)C4C=CC=CC=4)[N:31]=[N:30][N:29]=3)=[CH:18][CH:17]=2)[C:13](=[O:52])[C:12]2[C:7](=[CH:8][CH:9]=[C:10]([C@H:53]3[O:57][N:56]4[C:58]([CH3:62])([CH3:61])[CH2:59][CH2:60][C@@H:55]4[CH2:54]3)[CH:11]=2)[N:6]=1)[CH2:2][CH2:3][CH3:4]>CO.O1CCCC1>[CH2:1]([C:5]1[N:14]([CH2:15][C:16]2[CH:17]=[CH:18][C:19]([C:22]3[CH:27]=[CH:26][CH:25]=[CH:24][C:23]=3[C:28]3[NH:29][N:30]=[N:31][N:32]=3)=[CH:20][CH:21]=2)[C:13](=[O:52])[C:12]2[C:7](=[CH:8][CH:9]=[C:10]([C@H:53]3[O:57][N:56]4[C:58]([CH3:61])([CH3:62])[CH2:59][CH2:60][C@@H:55]4[CH2:54]3)[CH:11]=2)[N:6]=1)[CH2:2][CH2:3][CH3:4]. Procedure details: A solution of 0.320 g of Cis-2-butyl-6-(hexahydro-6,6-dimethylpyrrolo[1,2-b]isoxazol-2-yl)-3-[[2'-[1-(triphenylmethyl)-1H-tetrazol-5-yl][1,1'-biphenyl]-4-yl]methyl]-4(3H)-quinazolinone in 5.0 ml of methanol and 1.0 ml of tetrahydrofuran is heated at reflux for 18 hours. The volatiles are evaporated in vacuo to a residue which is purified by column chromatography on silica gel by elution with 99:1 to 9:1 chloroform-methanol to give 0.194 g of the desired product as a solid. FAB MASS SPEC 576 (M+H...